From a dataset of the Open Reaction Database (ORD), a public repository of structured organic reaction records. describe an organic reaction: reactants, conditions, products, and yield Reactants: C1(=CC=CC=C1)CS(=O)(=O)C=1C=C2CC(NC2=CC1)=O (5-phenylmethanesulfonyl-1,3-dihydro-indol-2-one), C(C)N(CCNC(=O)C1=C(NC(=C1C)C=O)C)CC (5-formyl-2,4-dimethyl-1H-pyrrole-3-carboxylic acid (2-diethylamino-ethyl)-amide), N1CCCCC1 (piperidine). Run in C(C)O (ethanol). Reaction conditions: temperature 25 celsius, time 3 day. Product: C(C)N(CCNC(=O)C1=C(NC(=C1C)\C=C\1/C(NC2=CC=C(C=C12)S(=O)(=O)CC1=CC=CC=C1)=O)C)CC (2,4-dimethyl-5-[2-oxo-5-phenylmethanesulfonyl-1,2-dihydro-indol-(3Z)-ylidenemethyl]-1H-pyrrole-3-carboxylic acid (2-diethylamino-ethyl)-amide). Yield: 54.5%. Reaction SMILES: [C:1]1([CH2:7][S:8]([C:11]2[CH:12]=[C:13]3[C:17](=[CH:18][CH:19]=2)[NH:16][C:15](=[O:20])[CH2:14]3)(=[O:10])=[O:9])[CH:6]=[CH:5][CH:4]=[CH:3][CH:2]=1.[CH2:21]([N:23]([CH2:38][CH3:39])[CH2:24][CH2:25][NH:26][C:27]([C:29]1[C:33]([CH3:34])=[C:32]([CH:35]=O)[NH:31][C:30]=1[CH3:37])=[O:28])[CH3:22].N1CCCCC1>C(O)C>[CH2:38]([N:23]([CH2:21][CH3:22])[CH2:24][CH2:25][NH:26][C:27]([C:29]1[C:33]([CH3:34])=[C:32](/[CH:35]=[C:14]2\[C:15](=[O:20])[NH:16][C:17]3[C:13]\2=[CH:12][C:11]([S:8]([CH2:7][C:1]2[CH:2]=[CH:3][CH:4]=[CH:5][CH:6]=2)(=[O:10])=[O:9])=[CH:19][CH:18]=3)[NH:31][C:30]=1[CH3:37])=[O:28])[CH3:39]. Reported procedure: To a solution of 5-phenylmethanesulfonyl-1,3-dihydro-indol-2-one (100 mg, 0.34 mmol) and 5-formyl-2,4-dimethyl-1H-pyrrole-3-carboxylic acid (2-diethylamino-ethyl)-amide (92 mg, 0.34 mmol) in ethanol (4 mL) was added piperidine (0.1 mL). The reaction mixture was stirred at 25° C. for three days. An orange solid product was precipitated out, filtered, washed thrice with ethanol, and dried under high vacuum to provide to provide 99 mg (55%) of 2,4-dimethyl-5-[2-oxo-5-phenylmethanesulfonyl-1,2-dihyd...